Task: describe an organic reaction: reactants, conditions, products, and yield. Dataset: the Open Reaction Database (ORD), a public repository of structured organic reaction records Starting materials: I(=O)(=O)(=O)[O-].[Na+] (sodium metaperiodate), P(=O)(O)([O-])[O-].[Na+].[Na+] (disodium hydrogen phosphate), Cl (hydrochloric acid), C(C)(C)(C)OC(=O)N1S(OCCC1(C)C)=O (N-tert-butoxycarbonyl-4,4-dimethyl-[1,2,3]oxathiazinane-2-oxide), P(=O)(O)([O-])[O-].[Na+].[Na+] (disodium hydrogen phosphate). The reagents and catalysts are O.[Ru](Cl)(Cl)Cl (ruthenium(III)chloride hydrate). Solvent: O (water), C(C)#N (acetonitrile). Conditions: temperature 20 celsius, time 1 hour. Product: C(C)(C)(C)OC(=O)N1S(OCCC1(C)C)(=O)=O (N-tert-butoxycarbonyl-4,4-dimethyl-[1,2,3]oxathiazinane-2,2-dioxide). RXN SMILES: I([O-])(=O)(=O)=O.[Na+].[C:7]([O:11][C:12]([N:14]1[C:19]([CH3:21])([CH3:20])[CH2:18][CH2:17][O:16][S:15]1=[O:22])=[O:13])([CH3:10])([CH3:9])[CH3:8].P([O-])([O-])(O)=[O:24].[Na+].[Na+].Cl>O.C(#N)C.O.[Ru](Cl)(Cl)Cl>[C:7]([O:11][C:12]([N:14]1[C:19]([CH3:21])([CH3:20])[CH2:18][CH2:17][O:16][S:15]1(=[O:24])=[O:22])=[O:13])([CH3:10])([CH3:8])[CH3:9] |f:0.1,3.4.5,9.10|. Procedure details: A solution of ruthenium(III)chloride hydrate (440 mg, 2.12 mmol, 0.003 equiv) and sodium metaperiodate (132.2 g, 0.62 mol) in water (1.5 l) is stirred for 45 min and added at a temperature of 20-25° C. over a period of 35 min to a suspension of the crude product of Step b (140 g) in a mixture of acetonitrile (0.6 l) and saturated aqueous solution of disodium hydrogen phosphate (0.3 l). During the addition the pH of the suspension is kept between 6.9 and 7.3 by the continuous addition of addition... The reactants are BrCC(=O)C1=CC=C(C=C1)OC(F)(F)F (2-bromo-1-(4-(trifluoromethoxy)phenyl)ethanone), NC(C(=O)OCC)=S (ethyl 2-amino-2-thioxoacetate). The solvent is CCO (EtOH). Product: FC(OC1=CC=C(C=C1)C=1N=C(SC1)C(=O)OCC)(F)F (Ethyl 4-(4-(trifluoromethoxy)phenyl)thiazole-2-carboxylate). Isolated yield 57.7%. RXN SMILES: Br[CH2:2][C:3]([C:5]1[CH:10]=[CH:9][C:8]([O:11][C:12]([F:15])([F:14])[F:13])=[CH:7][CH:6]=1)=O.[NH2:16][C:17](=[S:23])[C:18]([O:20][CH2:21][CH3:22])=[O:19]>CCO>[F:13][C:12]([F:15])([F:14])[O:11][C:8]1[CH:9]=[CH:10][C:5]([C:3]2[N:16]=[C:17]([C:18]([O:20][CH2:21][CH3:22])=[O:19])[S:23][CH:2]=2)=[CH:6][CH:7]=1. Reported procedure: A solution of 2-bromo-1-(4-(trifluoromethoxy)phenyl)ethanone (20.0 g, 71 mmol) and ethyl 2-amino-2-thioxoacetate (9.466 g, 71 mmol) in absolute EtOH (200 mL) was stirred at 80° C. for 16 h. The mixture was concentrated under reduced pressure, diluted with saturated aqueous sodium carbonate (100 mL) and extracted with EtOAc (4×80 mL). The combined organic layers were washed with brine (50 mL), dried over Na2SO4, filtered and concentrated under reduced pressure, to give the title compound as a whi... The reactants are [Al+3], C1CCOC1, [H-], [H-], [H-], [H-], [Li+], O=C1CC(c2ccccc2)N1. The product is c1ccc(C2CCN2)cc1. Reaction SMILES: [Al+3:13].[CH2:18]1[O:19][CH2:20][CH2:21][CH2:22]1.[H-:12].[H-:15].[H-:16].[H-:17].[Li+:14].[c:1]1([CH:7]2[CH2:8][C:9](=[O:11])[NH:10]2)[cH:2][cH:3][cH:4][cH:5][cH:6]1>>[c:1]1([CH:7]2[CH2:8][CH2:9][NH:10]2)[cH:2][cH:3][cH:4][cH:5][cH:6]1. The reactants are OCCBr, COCC1CCCN1. Product: COCC1CCCN1CCO. As a reaction SMILES: [Br:9][CH2:10][CH2:11][OH:12].[CH3:1][O:2][CH2:3][CH:4]1[NH:5][CH2:6][CH2:7][CH2:8]1>>[CH3:1][O:2][CH2:3][CH:4]1[N:5]([CH2:10][CH2:11][OH:12])[CH2:6][CH2:7][CH2:8]1. The reactants are [H][H] (hydrogen), ClC=1N=NC(=CC1)N1CCNCC1 (3-chloro-6-(1-piperazinyl)pyridazine), C(=O)C1=CC=C(C(=O)O)C=C1 (4-formylbenzoic acid), S1C=CC=C1 (thiophene). The reagents and catalysts are [Pt] (platinum-on-charcoal). Run in CO (methanol), C(C)N(CC)CC (N,N-diethylethanamine). Product: Cl.ClC1=CC=C(N=N1)N1CCN(CC1)CC1=CC=C(C(=O)O)C=C1 (4-[[4-(6-chloro-3-pyridazinyl)-1-piperazinyl]methyl]benzoic acid monohydrochloride). Yield: 35.2%. As a reaction SMILES: [Cl:1][C:2]1[N:3]=[N:4][C:5]([N:8]2[CH2:13][CH2:12][NH:11][CH2:10][CH2:9]2)=[CH:6][CH:7]=1.[CH:14]([C:16]1[CH:24]=[CH:23][C:19]([C:20]([OH:22])=[O:21])=[CH:18][CH:17]=1)=O.S1C=CC=C1.[H][H]>[Pt].CO.C(N(CC)CC)C>[ClH:1].[Cl:1][C:2]1[N:3]=[N:4][C:5]([N:8]2[CH2:9][CH2:10][N:11]([CH2:14][C:16]3[CH:24]=[CH:23][C:19]([C:20]([OH:22])=[O:21])=[CH:18][CH:17]=3)[CH2:12][CH2:13]2)=[CH:6][CH:7]=1 |f:7.8|. Reported procedure: A mixture of 2 parts of 3-chloro-6-(1-piperazinyl)pyridazine, 2 parts of 4-formylbenzoic acid, 2 parts of a thiophene solution 4%, 1.5 parts of N,N-diethylethanamine and 80 parts of methanol was hydrogenated at normal pressure and at room temperature with 2 parts of platinum-on-charcoal catalyst 5%. After the calculated amount of hydrogen was taken up, the catalyst was filtered off and the filterate was evaporated. The residue was converted into the hydrochoride salt in 2-propanol. The precipita... Starting materials: Cl (HCl), C(C)(=O)C=1C=CC(N(N1)C(C)C)=O (6-acetyl-2-isopropyl-3(2H)-pyridazinone), C(C)(C)(C)ON=O (t-butylnitrite), CC(C)([O-])C (t-butoxide). Solvent: CCOC(=O)C (EtOAc), O (Water), C1CCOC1 (THF). Conditions: temperature 0 celsius. Product: C(C)(C)N1N=C(C=CC1=O)C(C=NO)=O ((1-isopropyl-6-oxo-1,6-dihydro-3-pyridazinyl)(oxo)-acetaldehyde oxime). RXN SMILES: [C:1]([C:4]1[CH:5]=[CH:6][C:7](=[O:13])[N:8]([CH:10]([CH3:12])[CH3:11])[N:9]=1)(=[O:3])[CH3:2].C([O:18][N:19]=O)(C)(C)C.CC(C)([O-])C.Cl>C1COCC1.CCOC(C)=O.O>[CH:10]([N:8]1[C:7](=[O:13])[CH:6]=[CH:5][C:4]([C:1](=[O:3])[CH:2]=[N:19][OH:18])=[N:9]1)([CH3:11])[CH3:12]. Procedure: A mixture of 6-acetyl-2-isopropyl-3(2H)-pyridazinone (74.0 g) and t-butylnitrite (73.3 ml) in THF (740 ml) was stirred at 0° C. Pottasium t-butoxide (55.3 g) was added to the reaction mixture. Then the reaction mixture was stirred at 25° C. for 1 hour. Water, 1N HCl and EtOAc were added to the reaction mixture. The organic layer was washed with 1N HCl, aq. NaHCO3 and brine. The organic layer was separated, and dried over MgSO4. The solvent was removed in vacuo. The residue was purified by silica... Starting materials: C(CC(C)C)=O (isovaleraldehyde), NCC1C=2C=CC(=CC2CCC1)OC1=NC=C(C(=O)N)C=C1 (6-(5-aminomethyl-5,6,7,8-tetrahydro-naphthalen-2-yloxy)-nicotinamide), NCC1C=2C=CC(=CC2CCC1)OC1=NC=C(C(=O)N)C=C1 (6-(5-aminomethyl-5,6,7,8-tetrahydro-naphthalen-2-yloxy)-nicotinamide), [BH4-].[Na+] (NaBH4). The solvent is CO (MeOH). Reaction conditions: time 1.5 hour. The product is CC(CCNCC1C=2C=CC(=CC2CCC1)OC1=NC=C(C(=O)N)C=C1)C (6-{5-[(3-Methyl-butylamino)-methyl]-5,6,7,8-tetrahydro-naphthalen-2-yloxy}-nicotinamide). Yield: 66.9%. As a reaction SMILES: [CH:1](=O)[CH2:2][CH:3]([CH3:5])[CH3:4].[NH2:7][CH2:8][CH:9]1[CH2:18][CH2:17][CH2:16][C:15]2[CH:14]=[C:13]([O:19][C:20]3[CH:28]=[CH:27][C:23]([C:24]([NH2:26])=[O:25])=[CH:22][N:21]=3)[CH:12]=[CH:11][C:10]1=2.[BH4-].[Na+]>CO>[CH3:4][CH:3]([CH3:5])[CH2:2][CH2:1][NH:7][CH2:8][CH:9]1[CH2:18][CH2:17][CH2:16][C:15]2[CH:14]=[C:13]([O:19][C:20]3[CH:28]=[CH:27][C:23]([C:24]([NH2:26])=[O:25])=[CH:22][N:21]=3)[CH:12]=[CH:11][C:10]1=2 |f:2.3|. Procedure details: Add isovaleraldehyde (64.5 mg, 0.750 mmol) to a solution of 6-(5-aminomethyl-5,6,7,8-tetrahydro-naphthalen-2-yloxy)-nicotinamide (intermediate 21, 148 mg, 0.500 mmol) dissolved in MeOH (5 mL) and stir at ambient temperature for 1.5 hours before adding NaBH4 (38 mg, 1.00 mmol). After stirring for an additional two hours, concentrate the reaction mixture and redissolved in EtOAc. Wash the EtOAc solution with 5% aq. KOH and brine before drying (MgSO4) and concentrating. Purify on silica gel (5% (1N...